From a dataset of the Open Reaction Database (ORD), a public repository of structured organic reaction records. describe an organic reaction: reactants, conditions, products, and yield The reactants are CC(=O)[O-], CCO, CSc1ccc(C=O)o1, Cl, NO, [Na+]. Yields the product CSc1ccc(C=NO)o1. Reaction SMILES: [CH3:14][C:15](=[O:16])[O-:17].[CH3:18][CH2:19][OH:20].[CH3:1][S:2][c:3]1[cH:4][cH:5][c:6]([CH:8]=[O:9])[o:7]1.[ClH:10].[NH2:11][OH:12].[Na+:13]>>[CH3:1][S:2][c:3]1[cH:4][cH:5][c:6]([CH:8]=[N:11][OH:12])[o:7]1. Starting materials: BrC=1C=NC=C(C1)OC (3-bromo-5-methoxypyridine), C(C)C1=CC=C(C=C1)B(O)O (4-ethylphenylboronic acid). The product is C(C)C1=CC=C(C=C1)C=1C=NC=C(C1)OC (3-(4-Ethylphenyl)-5-methoxypyridine). Reaction SMILES: Br[C:2]1[CH:3]=[N:4][CH:5]=[C:6]([O:8][CH3:9])[CH:7]=1.[CH2:10]([C:12]1[CH:17]=[CH:16][C:15](B(O)O)=[CH:14][CH:13]=1)[CH3:11]>>[CH2:10]([C:12]1[CH:17]=[CH:16][C:15]([C:2]2[CH:3]=[N:4][CH:5]=[C:6]([O:8][CH3:9])[CH:7]=2)=[CH:14][CH:13]=1)[CH3:11]. Procedure: 5.0 g (27 mmol) of 3-bromo-5-methoxypyridine and 4.8 g (32 mmol, 1.2 eq.) of 4-ethylphenylboronic acid were reacted according to General Method 1A. Yield: 3.0 g (53% of theory) Starting materials: CI (methyl iodide), NC[C@@H](CP(O)=O)F ((2S)-(3-amino-2-fluoropropyl)phosphinic acid), C[Si](C)(C)N[Si](C)(C)C (HMDS), CCN(C(C)C)C(C)C (Hünig's base). The solvent is C(Cl)Cl (methylene chloride), COCCOCCOC (diglyme). Run at time 8 hour. Yields the product NC[C@@H](CP(O)(=O)C)F ((2S)-(3-amino-2-fluoropropyl)(methyl)phosphinic acid). The yield is 38.2%. As a reaction SMILES: [NH2:1][CH2:2][C@H:3]([F:8])[CH2:4][PH:5](=[O:7])[OH:6].[CH3:9][Si](N[Si](C)(C)C)(C)C.CCN(C(C)C)C(C)C.CI>C(Cl)Cl.COCCOCCOC>[NH2:1][CH2:2][C@H:3]([F:8])[CH2:4][P:5]([CH3:9])(=[O:6])[OH:7]. Procedure: A suspension of compound (2S)-(3-amino-2-fluoropropyl)phosphinic acid (1.2 g, 8.5 mmol) in HMDS (8.96 mL, 42.4 mmol) was heated to reflux for 15 h. The reaction was cooled to room temperature, treated with diglyme (9.6 mL) and heated to reflux for 7 h. After the mixture was cooled to room temperature, Hünig's base (1.47 mL, 8.4 mmol) was added followed by dropwise addition of methyl iodide (1.58 mL, 25.4 mmol). The reaction was stirred overnight then it was diluted with methylene chloride and ex... The product is O=C(O)COCCCCN1C(=O)CCC1C=CC(O)Cc1cccc(Cl)c1. Reactants: C1CCOC1, COC(=O)COCCCCN1C(=O)CCC1C=CC(O)Cc1cccc(Cl)c1, Cl, [Li+], [OH-]. RXN SMILES: [CH2:32]1[O:33][CH2:34][CH2:35][CH2:36]1.[CH3:3][O:4][C:5]([CH2:6][O:7][CH2:8][CH2:9][CH2:10][CH2:11][N:12]1[CH:13]([CH:18]=[CH:19][CH:20]([CH2:21][c:22]2[cH:23][c:24]([Cl:28])[cH:25][cH:26][cH:27]2)[OH:29])[CH2:14][CH2:15][C:16]1=[O:17])=[O:30].[ClH:31].[Li+:1].[OH-:2]>>[O:4]=[C:5]([CH2:6][O:7][CH2:8][CH2:9][CH2:10][CH2:11][N:12]1[CH:13]([CH:18]=[CH:19][CH:20]([CH2:21][c:22]2[cH:23][c:24]([Cl:28])[cH:25][cH:26][cH:27]2)[OH:29])[CH2:14][CH2:15][C:16]1=[O:17])[OH:30]. Reactants: N(N)C=1C=CC(=NC1)C (5-hydrazino-2-methylpyridine), C(C)OC(C(CC(=O)C1=NC=CC=C1)=O)=O (4-(2-pyridyl)-2,4-dioxobutanoic acid ethyl ester). Product: C(C)OC(=O)C1=NN(C(=C1)C1=NC=CC=C1)C=1C=NC(=CC1)C (1-(6-Methyl-3-pyridyl)-5-(2-pyridyl)pyrazole-3-carboxylic acid ethyl ester), product. The yield is 15.0%. RXN SMILES: [NH:1]([C:3]1[CH:4]=[CH:5][C:6]([CH3:9])=[N:7][CH:8]=1)[NH2:2].[CH2:10]([O:12][C:13](=[O:25])[C:14](=O)[CH2:15][C:16]([C:18]1[CH:23]=[CH:22][CH:21]=[CH:20][N:19]=1)=O)[CH3:11]>>[CH2:10]([O:12][C:13]([C:14]1[CH:15]=[C:16]([C:18]2[CH:23]=[CH:22][CH:21]=[CH:20][N:19]=2)[N:1]([C:3]2[CH:8]=[N:7][C:6]([CH3:9])=[CH:5][CH:4]=2)[N:2]=1)=[O:25])[CH3:11]. Reported procedure: The general procedure of Referential Example 3-2) was repeated through use of the 5-hydrazino-2-methylpyridine (1.20 g) prepared in Referential Example 63 and the 4-(2-pyridyl)-2,4-dioxobutanoic acid ethyl ester (3.48 g) prepared in Referential Example 31, to thereby give the title compound as an oily product (0.459 g, 15%). Product: COC1=CC=C(C=C1)S(=O)(=O)NC1CC2=CC=C(C=C2C1)C=1CCC(NN1)=O (6-(2-p-Methoxybenzenesulphonamido-indan-5-yl)-4,5-dihydro-pyridazin-3(2H)-one). Procedure details: 5.0 g (12 mmol) of methyl 4-(2-p-methoxybenzenesulphonamido-indan-5-yl)-4-oxobutyrate and 3.0 g (60 mmol) of 99% hydrazine hydrate in 25 ml of glacial acetic acid are boiled for 30 minutes. The mixture is evaporated, water is added to the residue, and the reaction product is filtered off with suction and recrystallised from n-propanol. Reaction SMILES: [CH3:1][O:2][C:3]1[CH:8]=[CH:7][C:6]([S:9]([NH:12][CH:13]2[CH2:21][C:20]3[C:15](=[CH:16][CH:17]=[C:18]([C:22](=O)[CH2:23][CH2:24][C:25]([O:27]C)=O)[CH:19]=3)[CH2:14]2)(=[O:11])=[O:10])=[CH:5][CH:4]=1.O.[NH2:31][NH2:32]>C(O)(=O)C>[CH3:1][O:2][C:3]1[CH:8]=[CH:7][C:6]([S:9]([NH:12][CH:13]2[CH2:21][C:20]3[C:15](=[CH:16][CH:17]=[C:18]([C:22]4[CH2:23][CH2:24][C:25](=[O:27])[NH:31][N:32]=4)[CH:19]=3)[CH2:14]2)(=[O:11])=[O:10])=[CH:5][CH:4]=1 |f:1.2|. The solvent is C(C)(=O)O (acetic acid). The reactants are COC1=CC=C(C=C1)S(=O)(=O)NC1CC2=CC=C(C=C2C1)C(CCC(=O)OC)=O (methyl 4-(2-p-methoxybenzenesulphonamido-indan-5-yl)-4-oxobutyrate), O.NN (hydrazine hydrate). Reactants: ice water, [H-].[Na+] (sodium hydride), ice water, ClC=1C=C(C=CC1Cl)C(C)O (1-(3,4-dichlorophenyl)-ethanol), FC1=C(C#N)C(=CC=C1)F (2,6-difluorobenzonitrile), ice water. Run in CN(C)C=O (DMF), CN(C)C=O (DMF), CN(C)C=O (DMF). Run at time 30 minute. Yields the product ClC=1C=C(C=CC1Cl)C(C)OC1=C(C#N)C(=CC=C1)F (2-[1-(3,4-dichlorophenyl)-ethoxy]-6-fluorobenzonitrile). Isolated yield 86.4%. Reaction SMILES: [H-].[Na+].[Cl:3][C:4]1[CH:5]=[C:6]([CH:11]([OH:13])[CH3:12])[CH:7]=[CH:8][C:9]=1[Cl:10].[F:14][C:15]1[CH:22]=[CH:21][CH:20]=[C:19](F)[C:16]=1[C:17]#[N:18]>CN(C=O)C>[Cl:3][C:4]1[CH:5]=[C:6]([CH:11]([O:13][C:19]2[CH:20]=[CH:21][CH:22]=[C:15]([F:14])[C:16]=2[C:17]#[N:18])[CH3:12])[CH:7]=[CH:8][C:9]=1[Cl:10] |f:0.1|. Procedure details: To a cold (ice water) suspension of sodium hydride (316 mg; 7.9 mmol) in anhydrous DMF (10 mL) is added a solution of 1-(3,4-dichlorophenyl)-ethanol (1.40 g; 7.3 mmol) in anhydrous DMF (5 mL) over 30 minutes. After allowing to room temperature over 30 minutes, this solution is added to a cold (ice water) stirred solution of 2,6-difluorobenzonitrile (1.0 g; 7.2 mmol) in anhydrous DMF (15 mL), and allowed to room temperature over 2 hours. The reaction mixture is poured into ice water with vigorous... The reactants are CN1N=C(CC1=O)C1=CC=CC=C1 (2,4-dihydro-2-methyl-5-phenyl-3H-pyrazol-3-one), [F-].[K+] (KF), O (water), ClCN1S(C2=C(C1=O)C(=CC(=C2)OC)C(C)C)(=O)=O (2-chloromethyl-4-isopropyl-6-methoxy-1,2-benzisothiazol-3(2H)-one 1,1-dioxide). The solvent is CN(C)C=O (DMF). Reaction conditions: time 24 hour. Yields the product C(C)(C)C1=CC(=CC2=C1C(N(S2(=O)=O)COC2=CC(=NN2C)C2=CC=CC=C2)=O)OC (4-isopropyl-6-methoxy-2-(1-methyl-3-phenylpyrazol-5-yl-oxymethyl)-1,2-benzisothiazol-3(2H)-one 1,1-dioxide). Isolated yield 27.5%. Reaction SMILES: [CH3:1][N:2]1[C:6](=[O:7])[CH2:5][C:4]([C:8]2[CH:13]=[CH:12][CH:11]=[CH:10][CH:9]=2)=[N:3]1.[F-].[K+].Cl[CH2:17][N:18]1[C:22](=[O:23])[C:21]2[C:24]([CH:30]([CH3:32])[CH3:31])=[CH:25][C:26]([O:28][CH3:29])=[CH:27][C:20]=2[S:19]1(=[O:34])=[O:33].O>CN(C=O)C>[CH:30]([C:24]1[C:21]2[C:22](=[O:23])[N:18]([CH2:17][O:7][C:6]3[N:2]([CH3:1])[N:3]=[C:4]([C:8]4[CH:13]=[CH:12][CH:11]=[CH:10][CH:9]=4)[CH:5]=3)[S:19](=[O:34])(=[O:33])[C:20]=2[CH:27]=[C:26]([O:28][CH3:29])[CH:25]=1)([CH3:32])[CH3:31] |f:1.2|. Reported procedure: To a solution of 2,4-dihydro-2-methyl-5-phenyl-3H-pyrazol-3-one (0.63 g; 3.62 mmol) in DMF (20 ml) was added 230 mg (3.96 mmol) of KF followed by 2-chloromethyl-4-isopropyl-6-methoxy-1,2-benzisothiazol-3(2H)-one 1,1-dioxide (1 g, 3.29 mmol) and the resulting mixture was stirred at room temperature for 24 hours and then poured into water. The above mixture was extracted with ethyl acetate and the organic layer was washed with water, brine, dried, and concentrated in vacuo. The residue was purifie... The reactants are C(#N)C=1C=C2C(C(NC2=CC1)=O)=C(C)C=1NC=CC1 (5-cyano-3-[1-(pyrrol-2-yl)ethylidene]indolin-2-one), C(CCC)[SnH](CCCC)CCCC (tributyltin hydride), [N-]=[N+]=[N-].[Na+] (NaN3). Solvent: C1(=CC=CC=C1)C (toluene), CO (methanol). Run at time 8 hour. The product is N1N=NN=C1C=1C=C2C(C(NC2=CC1)=O)=CC=1NC=CC1 (5-tetrazol-5-yl-3-[(pyrrol-2-yl)methylene]indolin-2-one). Reaction SMILES: [C:1]([C:3]1[CH:4]=[C:5]2[C:9](=[CH:10][CH:11]=1)[NH:8][C:7](=[O:12])[C:6]2=[C:13]([C:15]1[NH:16][CH:17]=[CH:18][CH:19]=1)C)#[N:2].C([SnH](CCCC)CCCC)CCC.[N-:33]=[N+:34]=[N-:35].[Na+]>C1(C)C=CC=CC=1.CO>[NH:2]1[C:1]([C:3]2[CH:4]=[C:5]3[C:9](=[CH:10][CH:11]=2)[NH:8][C:7](=[O:12])[C:6]3=[CH:13][C:15]2[NH:16][CH:17]=[CH:18][CH:19]=2)=[N:35][N:34]=[N:33]1 |f:2.3|. Reported procedure: A solution of 5-cyano-3-[1-(pyrrol-2-yl)ethylidene]indolin-2-one (100 mg, 0,42 mmol) in toluene was treated with tributyltin hydride (0.68 g, 2.1 mmol) and NaN3 (0.39 g, 2.52 mmol). The reaction mixture was refluxed overnight. Concentration afforded a residue which was dissolved in methanol and left at ambient temperature overnight. An orange-colored solid formed, which was filtered and dried in vacuo to afford 5-tetrazol-5-yl-3-[(pyrrol-2-yl)methylene]indolin-2-one; (29 mg) as an orange solid; ...